From a dataset of the Open Reaction Database (ORD), a public repository of structured organic reaction records. describe an organic reaction: reactants, conditions, products, and yield The reactants are c1ccc(C2CO2)cc1, CC(C)N, CO. Yields the product CC(C)NCC(O)c1ccccc1. RXN SMILES: [CH2:1]1[O:2][CH:3]1[c:4]1[cH:5][cH:6][cH:7][cH:8][cH:9]1.[CH3:10][CH:11]([CH3:12])[NH2:13].[CH3:14][OH:15]>>[CH2:1]([CH:3]([OH:2])[c:4]1[cH:5][cH:6][cH:7][cH:8][cH:9]1)[NH:13][CH:11]([CH3:10])[CH3:12].